Dataset: the Open Reaction Database (ORD), a public repository of structured organic reaction records. Task: describe an organic reaction: reactants, conditions, products, and yield The reactants are C(C)(=O)C(C(=O)OCC)CC(=O)[O-] (ethyl acetylsuccinate), C(C)(=O)O.C(=N)N (formamidine acetate), C[O-].[Na+] (sodium methylate). Run in C(C)O (ethanol). Reaction conditions: time 6 hour. Yields the product OC1=NC=NC(=C1CC(=O)OCC)C (ethyl (4-hydroxy-6-methylpyrimidin-5-yl)acetate). Reaction SMILES: C([CH:4]([CH2:10][C:11]([O-:13])=O)[C:5]([O:7][CH2:8][CH3:9])=[O:6])(=O)C.[C:14](O)(=O)[CH3:15].[CH:18]([NH2:20])=[NH:19].C[O-].[Na+]>C(O)C>[OH:13][C:11]1[C:10]([CH2:4][C:5]([O:7][CH2:8][CH3:9])=[O:6])=[C:14]([CH3:15])[N:20]=[CH:18][N:19]=1 |f:1.2,3.4|. Procedure details: 216.24 g (1.0 mol) of ethyl acetylsuccinate and 104.11 g (1.0 mol) of formamidine acetate were placed in 500 ml of ethanol, and 360.13 g (2.0 mol) of 30% methanolic sodium methylate solution were added dropwise at 0° C. The mixture was stirred at room temperature for 6 hours and concentrated and the residue was taken up in toluene/water. The aqueous phase was brought to a pH of 3-4 with conc. hydrochloric acid and extracted by stirring a number of times with dichloromethane. Drying and concentra... The reactants are O1CCN(CC1)CCCOC=1C=C2C(=NC(=NC2=CC1OC)C)Cl (6-(3-morpholinopropoxy)-4-chloro-7-methoxy-2-methylquinazoline), NC1=C([Se]C(=C1)C(C)(C)C)C(=O)N (3-amino-5-tert-butylselenophene-2-carboxamide), CN(C)C=O.[OH-].[Na+] (DMF NaOH). The product is O1CCN(CC1)CCCOC=1C=C2C(=NC(=NC2=CC1OC)C)NC1=C([Se]C(=C1)C(C)(C)C)C(=O)N (3-(6-(3-Morpholinopropoxy)-7-methoxy-2-methylquinazolin-4-ylamino)-5-tert-butylselenophene-2-carboxamide). As a reaction SMILES: [O:1]1[CH2:6][CH2:5][N:4]([CH2:7][CH2:8][CH2:9][O:10][C:11]2[CH:12]=[C:13]3[C:18](=[CH:19][C:20]=2[O:21][CH3:22])[N:17]=[C:16]([CH3:23])[N:15]=[C:14]3Cl)[CH2:3][CH2:2]1.[NH2:25][C:26]1[CH:30]=[C:29]([C:31]([CH3:34])([CH3:33])[CH3:32])[Se:28][C:27]=1[C:35]([NH2:37])=[O:36].CN(C=O)C.[OH-].[Na+]>>[O:1]1[CH2:6][CH2:5][N:4]([CH2:7][CH2:8][CH2:9][O:10][C:11]2[CH:12]=[C:13]3[C:18](=[CH:19][C:20]=2[O:21][CH3:22])[N:17]=[C:16]([CH3:23])[N:15]=[C:14]3[NH:25][C:26]2[CH:30]=[C:29]([C:31]([CH3:34])([CH3:32])[CH3:33])[Se:28][C:27]=2[C:35]([NH2:37])=[O:36])[CH2:3][CH2:2]1 |f:2.3.4|. Procedure details: The reaction of 6-(3-morpholinopropoxy)-4-chloro-7-methoxy-2-methylquinazoline with 3-amino-5-tert-butylselenophene-2-carboxamide in the presence of DMF/NaOH as described in Example 1 gave title compound as a brown color solid, mp 204-206° C. 1H NMR (400 MHz, CDCl3): δ 11.92 (1H, br s), 8.95 (1H, s), 7.34 (1H, s), 7.18 (1H, s), 5.37 (2H, br s), 4.29 (2H, t, J=6.0 Hz), 3.98 (3H, s), 3.73 (4H, t, J=4.4 Hz), 2.70 (3H, s), 2.61 (2H, t, J=7.2 Hz), 2.50 (4H, br s), 2.11-2.14 (2H, m), 1.47 (9H, s); LC-...